Dataset: the Open Reaction Database (ORD), a public repository of structured organic reaction records. Task: describe an organic reaction: reactants, conditions, products, and yield Reactants: C(C)(C)(C)NNC(=O)C1=NC=CC=C1 (N'-t-butyl-N-(2-pyridinecarbonyl)-hydrazine), [OH-].[Na+] (sodium hydroxide), ClC=1C=C(C(=O)Cl)C=CC1Cl (3,4-Dichlorobenzoyl chloride). Run in C1(=CC=CC=C1)C (toluene). Reaction conditions: temperature 23 celsius, time 4 hour. Product: C(C)(C)(C)N(NC(=O)C1=NC=CC=C1)C(C1=CC(=C(C=C1)Cl)Cl)=O (N'-t-butyl-N-(2-pyridinecarbonyl)-N'-(3,4-dichlorobenzoyl)hydrazine). The yield is 79.1%. Reaction SMILES: [C:1]([NH:5][NH:6][C:7]([C:9]1[CH:14]=[CH:13][CH:12]=[CH:11][N:10]=1)=[O:8])([CH3:4])([CH3:3])[CH3:2].[OH-].[Na+].[Cl:17][C:18]1[CH:19]=[C:20]([CH:24]=[CH:25][C:26]=1[Cl:27])[C:21](Cl)=[O:22]>C1(C)C=CC=CC=1>[C:1]([N:5]([C:21](=[O:22])[C:20]1[CH:24]=[CH:25][C:26]([Cl:27])=[C:18]([Cl:17])[CH:19]=1)[NH:6][C:7]([C:9]1[CH:14]=[CH:13][CH:12]=[CH:11][N:10]=1)=[O:8])([CH3:4])([CH3:2])[CH3:3] |f:1.2|. Procedure details: A solution of N'-t-butyl-N-(2-pyridinecarbonyl)-hydrazine (0.5 g) in 10 ml of toluene was treated with 50% sodium hydroxide (0.61 g). 3,4-Dichlorobenzoyl chloride (0.6 g) was added and the mixture was stirred rapidly for 4 hours at 23° C. and then was allowed to stand for 48 hours. The solids were removed by filtration and washed with water to afford 0.75 g of N'-t-butyl-N-(2-pyridinecarbonyl)-N'-(3,4-dichlorobenzoyl)hydrazine as a white solid: m.p. 175°-178° C. Starting materials: C(C1=CC=CC=C1)OCCC1=C(C(=NN1)CC)OC=1C=C(C#N)C=C(C1)F (3-({5-[2-(Benzyloxy)ethyl]-3-ethyl-1H-pyrazol-4-yl}oxy)-5-fluorobenzonitrile). The reagents and catalysts are [Fe](Cl)(Cl)Cl (Iron(III)chloride). Run in ClCCl (dichloromethane), ClCCl (dichloromethane). Reaction conditions: time 20 minute. Yields the product C(C)C1=NNC(=C1OC=1C=C(C#N)C=C(C1)F)CCO (3-{[3-Ethyl-5-(2-hydroxyethyl)-1H-pyrazol-4-yl]oxy}-5-fluorobenzonitrile). The yield is 75.8%. RXN SMILES: C([O:8][CH2:9][CH2:10][C:11]1[NH:15][N:14]=[C:13]([CH2:16][CH3:17])[C:12]=1[O:18][C:19]1[CH:20]=[C:21]([CH:24]=[C:25]([F:27])[CH:26]=1)[C:22]#[N:23])C1C=CC=CC=1>ClCCl.[Fe](Cl)(Cl)Cl>[CH2:16]([C:13]1[C:12]([O:18][C:19]2[CH:20]=[C:21]([CH:24]=[C:25]([F:27])[CH:26]=2)[C:22]#[N:23])=[C:11]([CH2:10][CH2:9][OH:8])[NH:15][N:14]=1)[CH3:17]. Reported procedure: Iron(III)chloride (9.30 g, 57.5 mmol) was added to a solution of the pyrazole from Example 147 (2.10 g, 5.75 mmol) in dichloromethane (90 ml) under nitrogen at room temperature. After stirring for 20 minutes the mixture was diluted with dichloromethane (50 ml), washed with water (100 ml) then saturated aqueous sodium ethylenediaminetetraacetate solution (70 ml), dried over magnesium sulphate and concentrated under reduced pressure. The residue was purified by flash chromatography on silica gel e...